This data is from the Open Reaction Database (ORD), a public repository of structured organic reaction records. The task is: describe an organic reaction: reactants, conditions, products, and yield Starting materials: C(C)(C)(C)C=1C(=C(C=C(C=O)C1)C=O)O (5-tert-butyl-4-hydroxyisophthalaldehyde), CC1=CC=C(C=C1)C(C)=O (p-methyl acetophenone), II (iodine), O1CCOCC1 (dioxane). Run at temperature 90 celsius. Product: C(C)(CC)C=1C(=C(C=O)C=C(C1)\C=C\C(C1=CC=C(C=C1)C)=O)O ((E)-3-sec-butyl-2-hydroxy-5-(3-oxo-3-p-tolylprop-1-enyl)benzaldehyde). Reaction SMILES: [C:1]([C:5]1[C:6]([OH:15])=[C:7]([CH:13]=[O:14])[CH:8]=[C:9]([CH:12]=1)[CH:10]=O)([CH3:4])([CH3:3])C.[CH3:16][C:17]1[CH:22]=[CH:21][C:20]([C:23](=[O:25])[CH3:24])=[CH:19][CH:18]=1.II.O1CCOC[CH2:29]1>>[CH:1]([C:5]1[C:6]([OH:15])=[C:7]([CH:8]=[C:9](/[CH:10]=[CH:24]/[C:23](=[O:25])[C:20]2[CH:21]=[CH:22][C:17]([CH3:16])=[CH:18][CH:19]=2)[CH:12]=1)[CH:13]=[O:14])([CH2:3][CH3:29])[CH3:4]. Procedure: A solution of 5-tert-butyl-4-hydroxyisophthalaldehyde of formula I (0.50 g, 3.05 mmol) and p-methyl acetophenone (0.41 g, 3.05 mmol) in dioxane (25 mL) was treated with iodine (0.78 g, 0.31 mmol). The solution was heated at 90° C. for 5.0 h. Most of the excess reagent was evaporated under reduced pressure, and the residue was treated with aq. Na2S2O3 solution (5%, 40 mL) and the product was extracted 3-fold with CHCl3 (50 mL). The combined organic layers were dried on Na2SO4, filtered, and conce... Starting materials: N1=CC=CC=C1 (Pyridine), N1C[C@@H](CC1)NC(OC(C)(C)C)=O ((R)-tert-butyl pyrrolidin-3-ylcarbamate), ClC(Cl)(OC(OC(Cl)(Cl)Cl)=O)Cl (triphosgene). Run in C(Cl)Cl (DCM), C(Cl)Cl (DCM). Run at temperature 0 celsius, time 1 hour. The product is ClC(=O)N1C[C@@H](CC1)NC(OC(C)(C)C)=O ((R)-tert-butyl 1-(chlorocarbonyl)pyrrolidin-3-ylcarbamate). The yield is 248.9%. Reaction SMILES: [NH:1]1[CH2:5][CH2:4][C@@H:3]([NH:6][C:7](=[O:13])[O:8][C:9]([CH3:12])([CH3:11])[CH3:10])[CH2:2]1.N1C=CC=CC=1.[Cl:20][C:21](Cl)([O:23]C(=O)OC(Cl)(Cl)Cl)Cl>C(Cl)Cl>[Cl:20][C:21]([N:1]1[CH2:5][CH2:4][C@@H:3]([NH:6][C:7](=[O:13])[O:8][C:9]([CH3:10])([CH3:12])[CH3:11])[CH2:2]1)=[O:23]. Procedure: A flask was charged with (R)-tert-butyl pyrrolidin-3-ylcarbamate (1.0 g, 5.4 mmol, Lancaster) in DCM (15 mL) to give a colorless solution. Pyridine (0.89 mL, 10.8 mmol) was added and the solution was cooled to about 0° C., followed by the addition of triphosgene (0.64 g, 2.1 mmol). The mixture was stirred for about 1 h while slowly warming to ambient temperature. To the reaction solution was added DCM (50 mL) and the solution was washed with water (20 mL) and HCl (1N, 10 mL). The organic portion... The reactants are CN(C(CC1=CNC2=CC=C(C=C12)OCC1=CC=CC=C1)=O)CCC1=CC=CC=C1 (N-methyl-N-phenethyl-2-(5-benzyloxyindol-3-yl)acetamide), [OH-].C(C1=CC=CC=C1)[N+](C)(C)C (benzyltrimethylammonium hydroxide), O1CCOCC1 (dioxane), C1=CC=C(C=C1)C2=CC=C(C=C2)NC3=CC=CC=C3 (ethyl propriolate). Run at time 18 hour. The product is CN(C(CC1=CN(C2=CC=C(C=C12)OCC1=CC=CC=C1)C=CC(=O)OCC)=O)CCC1=CC=CC=C1 (N-methyl-N-phenethyl-2-[5-benzyloxy-1-(2-carbethoxyvinyl)indol-3-yl]acetamide). As a reaction SMILES: [CH3:1][N:2]([CH2:23][CH2:24][C:25]1[CH:30]=[CH:29][CH:28]=[CH:27][CH:26]=1)[C:3](=[O:22])[CH2:4][C:5]1[C:13]2[C:8](=[CH:9][CH:10]=[C:11]([O:14][CH2:15][C:16]3[CH:21]=[CH:20][CH:19]=[CH:18][CH:17]=3)[CH:12]=2)[NH:7][CH:6]=1.[OH-:31].C([N+](C)(C)C)[C:33]1[CH:38]=[CH:37]C=CC=1.C1C=CC(C2C=CC(NC3C=CC=CC=3)=CC=2)=CC=1.[O:62]1CCO[CH2:64][CH2:63]1>>[CH3:1][N:2]([CH2:23][CH2:24][C:25]1[CH:26]=[CH:27][CH:28]=[CH:29][CH:30]=1)[C:3](=[O:22])[CH2:4][C:5]1[C:13]2[C:8](=[CH:9][CH:10]=[C:11]([O:14][CH2:15][C:16]3[CH:21]=[CH:20][CH:19]=[CH:18][CH:17]=3)[CH:12]=2)[N:7]([CH:37]=[CH:38][C:33]([O:62][CH2:63][CH3:64])=[O:31])[CH:6]=1 |f:1.2|. Procedure details: To a mixture of 1.579 g (3.96 mmol) of N-methyl-N-phenethyl-2-(5-benzyloxyindol-3-yl)acetamide and 0.4 ml of benzyltrimethylammonium hydroxide (40% solution in methanol) in 15 ml of dioxane is added with stirring 0.44 ml (0.43 g, 4.35 mmol) of ethyl propriolate. A reddish solution is obtained, which is stirred at room temperature for 18 hours and concentrated in vacuo. The residue is taken up in ethyl acetate, washed with brine, dried over magnesium sulfate and concentrated in vacuo. The residue... Reactants: CCOC(=O)c1c(O)c2cc(OCc3ccccc3)ccc2c(=O)n1CC(C)C, CCCCP(CCCC)CCCC, OCCCC(F)(F)F, O=C(N=NC(=O)N1CCCCC1)N1CCCCC1, C1CCOC1. Yields the product CCOC(=O)c1c(OCCCC(F)(F)F)c2cc(OCc3ccccc3)ccc2c(=O)n1CC(C)C. As a reaction SMILES: [CH2:1]([c:2]1[cH:3][cH:4][cH:5][cH:6][cH:7]1)[O:8][c:9]1[cH:10][c:11]2[c:12]([OH:29])[c:13]([C:24](=[O:25])[O:26][CH2:27][CH3:28])[n:14]([CH2:20][CH:21]([CH3:22])[CH3:23])[c:15](=[O:19])[c:16]2[cH:17][cH:18]1.[CH2:38]([P:39]([CH2:40][CH2:41][CH2:42][CH3:43])[CH2:44][CH2:45][CH2:46][CH3:47])[CH2:48][CH2:49][CH3:50].[F:30][C:31]([CH2:32][CH2:33][CH2:34][OH:35])([F:36])[F:37].[N:51]([C:52]([N:53]1[CH2:54][CH2:55][CH2:56][CH2:57][CH2:58]1)=[O:59])=[N:60][C:61]([N:62]1[CH2:63][CH2:64][CH2:65][CH2:66][CH2:67]1)=[O:68].[O:69]1[CH2:70][CH2:71][CH2:72][CH2:73]1>>[CH2:1]([c:2]1[cH:3][cH:4][cH:5][cH:6][cH:7]1)[O:8][c:9]1[cH:10][c:11]2[c:12]([O:29][CH2:34][CH2:33][CH2:32][C:31]([F:30])([F:36])[F:37])[c:13]([C:24](=[O:25])[O:26][CH2:27][CH3:28])[n:14]([CH2:20][CH:21]([CH3:22])[CH3:23])[c:15](=[O:19])[c:16]2[cH:17][cH:18]1. Starting materials: CCOC(=O)C(=CC1CCOCC1)c1ccc(SC2CC2)cc1, O=C(OO)c1cccc(Cl)c1. The product is CCOC(=O)C(=CC1CCOCC1)c1ccc(S(=O)C2CC2)cc1. As a reaction SMILES: [CH:1]1([S:4][c:5]2[cH:6][cH:7][c:8]([C:11]([C:12](=[O:13])[O:14][CH2:15][CH3:16])=[CH:17][CH:18]3[CH2:19][CH2:20][O:21][CH2:22][CH2:23]3)[cH:9][cH:10]2)[CH2:2][CH2:3]1.[OH:24][O:25][C:26]([c:27]1[cH:28][c:29]([Cl:30])[cH:31][cH:32][cH:33]1)=[O:34]>>[CH:1]1([S:4]([c:5]2[cH:6][cH:7][c:8]([C:11]([C:12](=[O:13])[O:14][CH2:15][CH3:16])=[CH:17][CH:18]3[CH2:19][CH2:20][O:21][CH2:22][CH2:23]3)[cH:9][cH:10]2)=[O:24])[CH2:2][CH2:3]1. Starting materials: NC1=CC2=C(NC(C(S2)=CC2=CNC3=CC=CC=C23)=O)C=C1 (7-amino-2-[(indol-3-yl)methylene]-2H-1,4-benzothiazin-3(4H)-one), C(C)(C)(C)N=C=O (tert-butyl isocyanate), O (water). Run in CN(C)C=O (DMF). Reaction conditions: time 4 day. Product: O=C1C(SC2=C(N1)C=CC(=C2)NC(=O)NC(C)(C)C)=CC2=CNC1=CC=CC=C21 (1-{3-Oxo-2-[(indol-3-yl)methylene]-2H-1,4-benzothiazin-7-yl}-3-tert-butyl urea). RXN SMILES: [NH2:1][C:2]1[CH:22]=[CH:21][C:5]2[NH:6][C:7](=[O:20])[C:8](=[CH:10][C:11]3[C:19]4[C:14](=[CH:15][CH:16]=[CH:17][CH:18]=4)[NH:13][CH:12]=3)[S:9][C:4]=2[CH:3]=1.[C:23]([N:27]=[C:28]=[O:29])([CH3:26])([CH3:25])[CH3:24].O>CN(C=O)C>[O:20]=[C:7]1[NH:6][C:5]2[CH:21]=[CH:22][C:2]([NH:1][C:28]([NH:27][C:23]([CH3:26])([CH3:25])[CH3:24])=[O:29])=[CH:3][C:4]=2[S:9][C:8]1=[CH:10][C:11]1[C:19]2[C:14](=[CH:15][CH:16]=[CH:17][CH:18]=2)[NH:13][CH:12]=1. Procedure: A mixture of 7-amino-2-[(indol-3-yl)methylene]-2H-1,4-benzothiazin-3(4H)-one (see Example 38) (0.17 g, 0.55 mmol) and tert-butyl isocyanate (0.17 g, 1.75 mmol) in dry DMF (1 ml) was stirred at room temperature for 4 days. The reaction was poured into water (25 ml) and the precipitated solid was collected by filtration. The precipitate was purified by silica gel chromatography using a gradient of (9:1) to (4:6) toluene:ethyl acetate as the mobile phase. The reactants are CN(C)C=O, Cc1ccccc1, O=Cc1c(Cl)cc(C(=O)O)cc1Cl, O=S(Cl)Cl. Product: O=Cc1c(Cl)cc(C(=O)Cl)cc1Cl. As a reaction SMILES: [CH3:18][N:19]([CH3:20])[CH:21]=[O:22].[CH3:23][c:24]1[cH:25][cH:26][cH:27][cH:28][cH:29]1.[CH:1](=[O:2])[c:3]1[c:4]([Cl:13])[cH:5][c:6]([C:7](=[O:8])[OH:9])[cH:10][c:11]1[Cl:12].[S:14]([Cl:15])([Cl:16])=[O:17]>>[CH:1](=[O:2])[c:3]1[c:4]([Cl:13])[cH:5][c:6]([C:7](=[O:8])[Cl:16])[cH:10][c:11]1[Cl:12]. Reactants: COC(C1=C(C=C(C(=C1)C(CC)O)C(F)(F)F)NC(C)=O)=O (2-acetylamino-5-(1-hydroxy-propyl)-4-trifluoromethyl-benzoic acid methyl ester), O.C1(=CC=C(C=C1)S(=O)(=O)O)C (p-toluenesulfonic acid monohydrate). Solvent: O (water), CCOC(=O)C (EtOAc), KHCO3, CC(C)O (2-propanol). Reaction conditions: time 13 day. Yields the product COC(C1=C(C=C(C(=C1)C(CC)OC(C)C)C(F)(F)F)N)=O (2-Amino-5-(1-isopropoxy-propyl)-4-trifluoromethyl-benzoic acid methyl ester). Yield: 38.5%. As a reaction SMILES: [CH3:1][O:2][C:3](=[O:22])[C:4]1[CH:9]=[C:8]([CH:10]([OH:13])[CH2:11][CH3:12])[C:7]([C:14]([F:17])([F:16])[F:15])=[CH:6][C:5]=1[NH:18]C(=O)C.O.[C:24]1(C)[CH:29]=CC(S(O)(=O)=O)=C[CH:25]=1>CC(O)C.O.CCOC(C)=O>[CH3:1][O:2][C:3](=[O:22])[C:4]1[CH:9]=[C:8]([CH:10]([O:13][CH:24]([CH3:29])[CH3:25])[CH2:11][CH3:12])[C:7]([C:14]([F:15])([F:16])[F:17])=[CH:6][C:5]=1[NH2:18] |f:1.2|. Procedure details: A solution of 2-acetylamino-5-(1-hydroxy-propyl)-4-trifluoromethyl-benzoic acid methyl ester (394 mg, 1.23 mmol) in 2-propanol (2 mL) at room temperature was treated with p-toluenesulfonic acid monohydrate (75.3 mg, 0.39 mmol) and the reaction was stirred for 13 d at r.t. The reaction mixture was diluted with water and EtOAc and basified to pH 8 with sat. aq KHCO3. The organic phase was washed with brine, dried (Na2SO4), filtered and concentrated in vacuo. The residue was purified by flash chrom... Reactants: CCOC(=O)c1cnc(SCC(O)c2ccc(C#N)cc2)[nH]1, O=C([O-])O, ClCCl, CC(C)(C)OC(=O)OC(=O)OC(C)(C)C, CS(=O)(=O)OS(C)(=O)=O, CCN(C(C)C)C(C)C, [Na+]. Product: CCOC(=O)c1cnc2n1C(c1ccc(C#N)cc1)CS2. RXN SMILES: [C:1](#[N:2])[c:3]1[cH:4][cH:5][c:6]([CH:9]([CH2:10][S:11][c:12]2[n:13][cH:14][c:15]([C:17](=[O:18])[O:19][CH2:20][CH3:21])[nH:16]2)[OH:22])[cH:7][cH:8]1.[C:56](=[O:57])([OH:58])[O-:59].[CH2:61]([Cl:62])[Cl:63].[CH3:32][C:33]([O:34][C:35]([O:36][C:37]([O:38][C:39]([CH3:40])([CH3:41])[CH3:42])=[O:43])=[O:44])([CH3:45])[CH3:46].[CH3:47][S:48]([O:49][S:50]([CH3:51])(=[O:52])=[O:53])(=[O:54])=[O:55].[CH:23]([N:24]([CH2:25][CH3:26])[CH:27]([CH3:28])[CH3:29])([CH3:30])[CH3:31].[Na+:60]>>[C:1](#[N:2])[c:3]1[cH:4][cH:5][c:6]([CH:9]2[CH2:10][S:11][c:12]3[n:13][cH:14][c:15]([C:17](=[O:18])[O:19][CH2:20][CH3:21])[n:16]32)[cH:7][cH:8]1.